This data is from the Open Reaction Database (ORD), a public repository of structured organic reaction records. The task is: describe an organic reaction: reactants, conditions, products, and yield Reactants: C(#C)C1=C(C=C(C=C1)N1C(O[C@H](C1)CNC(C)=O)=O)F (N-(((5S)-3-(4-ethynyl-3-fluorophenyl)-2-oxo-1,3-oxazolidin-5-yl)methyl)acetamide), C(C)(C)NC(C)C (diisopropylamine), IC1=C2NC=NC2=NC=N1 (6-iodopurine). Reagents/catalysts: [Cu](I)I (copper iodide), C=1C=CC(=CC1)[P](C=2C=CC=CC2)(C=3C=CC=CC3)[Pd]([P](C=4C=CC=CC4)(C=5C=CC=CC5)C=6C=CC=CC6)([P](C=7C=CC=CC7)(C=8C=CC=CC8)C=9C=CC=CC9)[P](C=1C=CC=CC1)(C=1C=CC=CC1)C=1C=CC=CC1 (tetrakis(triphenylphosphine)palladium). The solvent is CN(C)C=O (DMF). Run at temperature 60 celsius. Product: FC=1C=C(C=CC1C#CC1=C2NC=NC2=NC=N1)N1C(OC(C1)CNC(C)=O)=O (N-(3 -(3-Fluoro-4-(7H-purin-6-ylethynyl)-phenyl)-2-oxo-oxazolidin-5-ylmethl)-acetamide). As a reaction SMILES: [C:1]([C:3]1[CH:8]=[CH:7][C:6]([N:9]2[CH2:13][C@H:12]([CH2:14][NH:15][C:16](=[O:18])[CH3:17])[O:11][C:10]2=[O:19])=[CH:5][C:4]=1[F:20])#[CH:2].C(NC(C)C)(C)C.I[C:29]1[N:37]=[CH:36][N:35]=[C:34]2[C:30]=1[NH:31][CH:32]=[N:33]2>CN(C=O)C.[Cu](I)I.C1C=CC([P]([Pd]([P](C2C=CC=CC=2)(C2C=CC=CC=2)C2C=CC=CC=2)([P](C2C=CC=CC=2)(C2C=CC=CC=2)C2C=CC=CC=2)[P](C2C=CC=CC=2)(C2C=CC=CC=2)C2C=CC=CC=2)(C2C=CC=CC=2)C2C=CC=CC=2)=CC=1>[F:20][C:4]1[CH:5]=[C:6]([N:9]2[CH2:13][CH:12]([CH2:14][NH:15][C:16](=[O:18])[CH3:17])[O:11][C:10]2=[O:19])[CH:7]=[CH:8][C:3]=1[C:1]#[C:2][C:29]1[N:37]=[CH:36][N:35]=[C:34]2[C:30]=1[NH:31][CH:32]=[N:33]2 |^1:49,51,70,89|. Procedure details: To a suspension of Example 3B (100 mg) and diisopropylamine (0.25 mL) in degassed DMF (1 mL) was added sequentially 6-iodopurine (89 mg), copper iodide (3.5 mg) and tetrakis(triphenylphosphine)palladium (21 mg). The mixture was heated to 60° C. for 4 hours. Next, the reaction mixture was cooled to room temperature and concentrated. The resultant material was dissolved in dichloromethane (4 mL), then filtered. The precipitate was washed with water (10 mL), then cold acetone (3 mL) to provide the ... Reaction SMILES: [C:6]([CH3:7])(=[O:8])[NH:9][c:10]1[c:11]([CH2:12][O:13][C:14]([CH3:15])=[O:16])[cH:17][c:18]([Cl:21])[cH:19][cH:20]1.[K+:1].[O-:2][N+:3]([O-:4])=[O:5].[S:22](=[O:23])(=[O:24])([OH:25])[OH:26]>>[O-:2][N+:3](=[O:5])[c:20]1[c:10]([NH:9][C:6]([CH3:7])=[O:8])[c:11]([CH2:12][O:13][C:14]([CH3:15])=[O:16])[cH:17][c:18]([Cl:21])[cH:19]1. Reactants: CC(=O)Nc1ccc(Cl)cc1COC(C)=O, [K+], O=[N+]([O-])[O-], O=S(=O)(O)O. Yields the product CC(=O)Nc1c(COC(C)=O)cc(Cl)cc1[N+](=O)[O-]. Reactants: C(C)N(C1=CC2=C(C=C1)C1(OC(C3=CC=CC=C13)=O)C=1C=C3C(=CC(=NC3=CC1O2)C=CC2=CC=C(C=C2)N(C)C)C)CC (9-(diethylamino)-2-(4-dimethylaminostyryl)-4-methylspiro [6H-[1] benzopyrano [3,2-g] quinoline-6,1'(3'H)-isobenzofuran]-3'-one), [N+](=O)([O-])C1=CC=C(C=O)C=C1 (p-nitrobenzaldehyde), C(C)(=O)OC(C)=O (acetic anhydride), N (ammonia). Run in O (water). Run at temperature 160 celsius. The product is C(C)N(C1=CC2=C(C=C1)C1(OC(C3=CC=CC=C13)=O)C=1C=C3C(=CC(=NC3=CC1O2)C=CC2=CC=C(C=C2)[N+](=O)[O-])C)CC (9-(diethylamino)-2-(4-nitrostyryl)-4-methylspiro[6H-[1] benzopyrano [3,2-g] quinoline-6,1'(3'H)-isobenzofuran]-3'-one). Isolated yield 51.4%. Reaction SMILES: [CH2:1]([N:3]([CH2:43][CH3:44])[C:4]1[CH:9]=[CH:8][C:7]2[C:10]3([C:20]4[CH:21]=[C:22]5[C:27](=[CH:28][C:29]=4[O:30][C:6]=2[CH:5]=1)[N:26]=[C:25]([CH:31]=CC1C=CC(N(C)C)=CC=1)[CH:24]=[C:23]5[CH3:42])[C:18]1[C:13](=[CH:14][CH:15]=[CH:16][CH:17]=1)[C:12](=[O:19])[O:11]3)[CH3:2].[N+:45]([C:48]1[CH:55]=[CH:54][C:51]([CH:52]=O)=[CH:50][CH:49]=1)([O-:47])=[O:46].C(OC(=O)C)(=O)C.N>O>[CH2:43]([N:3]([CH2:1][CH3:2])[C:4]1[CH:9]=[CH:8][C:7]2[C:10]3([C:20]4[CH:21]=[C:22]5[C:27](=[CH:28][C:29]=4[O:30][C:6]=2[CH:5]=1)[N:26]=[C:25]([CH:31]=[CH:52][C:51]1[CH:54]=[CH:55][C:48]([N+:45]([O-:47])=[O:46])=[CH:49][CH:50]=1)[CH:24]=[C:23]5[CH3:42])[C:18]1[C:13](=[CH:14][CH:15]=[CH:16][CH:17]=1)[C:12](=[O:19])[O:11]3)[CH3:44]. Procedure details: 2.3 grams (0.005 moles) of 9-(diethylamino)-2-(4-dimethylaminostyryl)-4-methylspiro [6H-[1] benzopyrano [3,2-g] quinoline-6,1'(3'H)-isobenzofuran]-3'-one, 0.6 grams (0.005 moles) of p-nitrobenzaldehyde and 0.5 grams (0.005 moles) of acetic anhydride were mixed in a flask fitted with a reflux condensor, then heated in an oil bath at 160° C. for 4 hours. The bath was cooled and 50 ml of water was added. The mixture was then made alkaline with ammonia, extracted with 100 ml of toluene, dried over s... Reactants: ClCCl, N#Cc1ccc(-c2ccc3oc(CCN=[N+]=[N-])cc3c2)cc1, C1CCOC1, O, c1ccc(P(c2ccccc2)c2ccccc2)cc1. Yields the product N#Cc1ccc(-c2ccc3oc(CCN)cc3c2)cc1. Reaction SMILES: [Cl:43][CH2:44][Cl:45].[N:1](=[N+:2]=[N-:3])[CH2:4][CH2:5][c:6]1[o:7][c:8]2[c:9]([cH:10]1)[cH:11][c:12](-[c:15]1[cH:16][cH:17][c:18]([C:19]#[N:20])[cH:21][cH:22]1)[cH:13][cH:14]2.[O:46]1[CH2:47][CH2:48][CH2:49][CH2:50]1.[OH2:42].[c:23]1([P:24]([c:25]2[cH:26][cH:27][cH:28][cH:29][cH:30]2)[c:31]2[cH:32][cH:33][cH:34][cH:35][cH:36]2)[cH:37][cH:38][cH:39][cH:40][cH:41]1>>[NH2:1][CH2:4][CH2:5][c:6]1[o:7][c:8]2[c:9]([cH:10]1)[cH:11][c:12](-[c:15]1[cH:16][cH:17][c:18]([C:19]#[N:20])[cH:21][cH:22]1)[cH:13][cH:14]2. Starting materials: COc1ccc(Cl)cc1C(=O)NCCc1ccccc1, ClC(Cl)Cl, O=S(=O)(O)Cl. The product is COc1ccc(Cl)cc1C(=O)NCCc1ccc(S(=O)(=O)O)cc1. RXN SMILES: [CH2:1]([CH2:2][c:3]1[cH:4][cH:5][cH:6][cH:7][cH:8]1)[NH:9][C:10]([c:11]1[c:12]([O:18][CH3:19])[cH:13][cH:14][c:15]([Cl:17])[cH:16]1)=[O:20].[CH:26]([Cl:27])([Cl:28])[Cl:29].[Cl:21][S:22](=[O:23])(=[O:24])[OH:25]>>[CH2:1]([CH2:2][c:3]1[cH:4][cH:5][c:6]([S:22](=[O:23])(=[O:24])[OH:25])[cH:7][cH:8]1)[NH:9][C:10]([c:11]1[c:12]([O:18][CH3:19])[cH:13][cH:14][c:15]([Cl:17])[cH:16]1)=[O:20]. Reactants: BrC1=CC(=C2C3=C(C=C(C4=C(C=C(C(C=5C(=CC(=C1C25)Br)Cl)=C43)Cl)C(=O)O)C(=O)O)Cl)Cl (9,10-dibromo-1,6,7,12-tetrachloroperylene-3,4-dicarboxylic acid), C1(=CC=CC=C1)NC1=CC=CC=C1 (diphenylamine), Pd(AcO)2, CC(C)([O-])C.[Na+] (sodium-tert-butoxide), C1(CCCCC1)P(C1CCCCC1)C1CCCCC1 (tricyclohexylphosphine). Run in C1(=CC=CC=C1)C (toluene). Conditions: temperature 100 celsius, time 24 hour. Yields the product ClC=1C=C2C=3C4=C(C=5C(=CC=6C7=CC=CC=C7N(C7=CC(=C(C5C67)C14)Cl)C1=CC=CC=C1)Cl)C(=CC3C(OC2=O)=O)Cl (5,6,14,15-tetrachloro-8-phenyl-1H-isochromeno-[6′,5′,4′:10,5,6]anthra[2,1,9-mna]acridine-1,3(8H)-dione). As a reaction SMILES: Br[C:2]1[C:19]2[C:20]3[C:5]([C:6]4[C:23]5[C:10](=[C:11]([C:25]([OH:27])=[O:26])[CH:12]=[C:13]([Cl:24])[C:14]=5[C:15]=3[C:16]([Cl:22])=[CH:17][C:18]=2Br)[C:9]([C:28](O)=[O:29])=[CH:8][C:7]=4[Cl:31])=[C:4]([Cl:32])[CH:3]=1.[C:33]1([NH:39][C:40]2[CH:45]=[CH:44][CH:43]=[CH:42][CH:41]=2)[CH:38]=[CH:37][CH:36]=[CH:35][CH:34]=1.CC(C)([O-])C.[Na+].C1(P(C2CCCCC2)C2CCCCC2)CCCCC1>C1(C)C=CC=CC=1>[Cl:24][C:13]1[CH:12]=[C:11]2[C:25](=[O:26])[O:27][C:28](=[O:29])[C:9]3[CH:8]=[C:7]([Cl:31])[C:6]4[C:5]5[C:4]([Cl:32])=[CH:3][C:2]6[C:45]7[C:40]([N:39]([C:33]8[CH:34]=[CH:35][CH:36]=[CH:37][CH:38]=8)[C:18]8[C:19]=6[C:20]=5[C:15]([C:14]=1[C:23]=4[C:10]2=3)=[C:16]([Cl:22])[CH:17]=8)=[CH:41][CH:42]=[CH:43][CH:44]=7 |f:2.3|. Procedure details: A suspension of 9,10-dibromo-1,6,7,12-tetrachloroperylene-3,4-dicarboxylic acid anhidride (1.24 g, 2.0 mmol), diphenylamine (0.40 g, 2.40 mmol), Pd(AcO)2 (10 mmol %), sodium-tert-butoxide (0.48 g, 5.0 mmol), tricyclohexylphosphine (20 mol %) in 70 ml toluene was stirred at 100° C. under argon atmosphere for 24 h. The solvent was removed under reduced pressure. The solid was dissolved in dichloromethane and acetic acid and stirred overnight at 70° C. The solvent was removed under reduced pressure... The reactants are N1(N=NC=C1)C1=CC=C(C=O)C=C1 (4-(1H-1,2,3-triazol-1-yl)-benzaldehyde), N1(N=CC=C1)C1=CC=C(C=O)C=C1 (4-(1H-pyrazol-1-yl)-benzaldehyde). Yields the product N1(N=NC=C1)C1=CC=C(C=C1)/C=C/C=O ((2E)-3-[4-(1H-1,2,3-Triazol-1-yl)phenyl]-2-propenal). As a reaction SMILES: [N:1]1([C:6]2[CH:13]=[CH:12][C:9]([CH:10]=O)=[CH:8][CH:7]=2)[CH:5]=[CH:4][N:3]=[N:2]1.N1(C2C=C[C:22]([CH:23]=[O:24])=CC=2)C=CC=N1>>[N:1]1([C:6]2[CH:13]=[CH:12][C:9](/[CH:10]=[CH:22]/[CH:23]=[O:24])=[CH:8][CH:7]=2)[CH:5]=[CH:4][N:3]=[N:2]1. Reported procedure: The title compound was prepared by a procedure analogous to Reference Example 30 by substituting 4-(1H-1,2,3-triazol-1-yl)-benzaldehyde (prepared as described in J. Med Chem. 1998, 41, 2390) for the 4-(1H-pyrazol-1-yl)-benzaldehyde of Reference Example 30. MS 200 (M+H)+. Reactants: C(C)(C)(C)OC(COC1=C(C=C(C=C1)Cl)Br)=O (tert-butyl(2-bromo-4-chlorophenoxy)acetate), BrC1=C(C=C(C=C1)F)O (2-bromo-5-fluorophenol), BrCC(=O)OC(C)(C)C (tert-butyl bromoacetate). The product is C(C)(C)(C)OC(COC1=C(C=CC(=C1)F)Br)=O (tert-butyl(2-bromo-5-fluorophenoxy)acetate). Yield: 95.0%. Reaction SMILES: [C:1]([O:5][C:6](=[O:17])[CH2:7][O:8][C:9]1[CH:14]=[CH:13][C:12](Cl)=[CH:11][C:10]=1[Br:16])([CH3:4])([CH3:3])[CH3:2].BrC1C=CC([F:25])=CC=1O.BrCC(OC(C)(C)C)=O>>[C:1]([O:5][C:6](=[O:17])[CH2:7][O:8][C:9]1[CH:14]=[C:13]([F:25])[CH:12]=[CH:11][C:10]=1[Br:16])([CH3:4])([CH3:3])[CH3:2]. Reported procedure: Following the general method as outlined in Intermediate 1, starting from 2-bromo-5-fluorophenol and tert-butyl bromoacetate (Aldrich), the title compound was obtained as a white solid in 95% yield.